From a dataset of the Open Reaction Database (ORD), a public repository of structured organic reaction records. describe an organic reaction: reactants, conditions, products, and yield The reactants are C1=CC(=CC(=C1)Cl)C(=O)OO (mCPBA), BrC=1C(=NC(=NC1)NC=1O[C@]2(CN3CCC2CC3)CN1)C1=CC=CC=C1 ((R)—N-(5-bromo-4-phenylpyrimidin-2-yl)-4H-1′-azaspiro[oxazole-5,3′-bicyclo[2.2.2]octan]-2-amine). Solvent: C1CCOC1 (THF). Reaction conditions: time 18 hour. The product is BrC=1C(=NC(=NC1)NC=1O[C@]2(C[N+]3(CCC2CC3)[O-])CN1)C1=CC=CC=C1 ((S)-2-(5-bromo-4-phenylpyrimidin-2-ylamino)-4H-1′-azaspiro[oxazole-5,3′-bicyclo[2.2.2]octane]1′-oxide). Isolated yield 61.8%. As a reaction SMILES: C1C=C(Cl)C=C(C(OO)=[O:9])C=1.[Br:12][C:13]1[C:14]([C:32]2[CH:37]=[CH:36][CH:35]=[CH:34][CH:33]=2)=[N:15][C:16]([NH:19][C:20]2[O:21][C@:22]3([CH2:30][N:31]=2)[CH:27]2[CH2:28][CH2:29][N:24]([CH2:25][CH2:26]2)[CH2:23]3)=[N:17][CH:18]=1>C1COCC1>[Br:12][C:13]1[C:14]([C:32]2[CH:37]=[CH:36][CH:35]=[CH:34][CH:33]=2)=[N:15][C:16]([NH:19][C:20]2[O:21][C@:22]3([CH2:30][N:31]=2)[CH:27]2[CH2:28][CH2:29][N+:24]([O-:9])([CH2:25][CH2:26]2)[CH2:23]3)=[N:17][CH:18]=1. Reported procedure: mCPBA (0.060 g, 0.266 mmol) was added to a suspension of (R)—N-(5-bromo-4-phenylpyrimidin-2-yl)-4H-1′-azaspiro[oxazole-5,3′-bicyclo[2.2.2]octan]-2-amine (0.1 g, 0.241 mmol) in THF (10 ml). The mixture was stirred at room temperature for 18 h, concentrated, and purified by silica gel chromatography (5-25% 9:1 methanol:ammonium hydroxide-ethyl acetate) to afford (S)-2-(5-bromo-4-phenylpyrimidin-2-ylamino)-4H-1′-azaspiro[oxazole-5,3′-bicyclo[2.2.2]octane]1′-oxide as an off-white solid (0.066 g, 0.1...